This data is from the Open Reaction Database (ORD), a public repository of structured organic reaction records. The task is: describe an organic reaction: reactants, conditions, products, and yield Starting materials: CC(C)(C)OC(=O)NCCN(CCc1ccc(F)c(F)c1)C(=O)CBr, CCO, ClCCl, [K+], [K+], O=C([O-])[O-], O=C(O)C(F)(F)F. Yields the product O=C1CNCCN1CCc1ccc(F)c(F)c1. Reaction SMILES: [C:1]([O:2][C:3](=[O:4])[NH:7][CH2:8][CH2:9][N:10]([CH2:11][CH2:12][c:13]1[cH:14][c:15]([F:20])[c:16]([F:19])[cH:17][cH:18]1)[C:21]([CH2:22][Br:5])=[O:24])([CH3:6])([CH3:23])[CH3:25].[CH3:42][CH2:43][OH:44].[Cl:33][CH2:34][Cl:35].[K+:36].[K+:37].[O-:38][C:39]([O-:40])=[O:41].[OH:26][C:27]([C:28]([F:29])([F:30])[F:31])=[O:32]>>[NH:7]1[CH2:8][CH2:9][N:10]([CH2:11][CH2:12][c:13]2[cH:14][c:15]([F:20])[c:16]([F:19])[cH:17][cH:18]2)[C:21](=[O:24])[CH2:22]1.